describe an organic reaction: reactants, conditions, products, and yield From a dataset of the Open Reaction Database (ORD), a public repository of structured organic reaction records. Starting materials: CC(C)(C)OC(=O)Nc1ccc(-c2ccc(F)cc2)cc1NC(=O)CC(=O)c1ccnc(-n2ccnc2)c1, ClCCl, O=C(O)C(F)(F)F. Product: O=C1CC(c2ccnc(-n3ccnc3)c2)=Nc2ccc(-c3ccc(F)cc3)cc2N1. Reaction SMILES: [C:1]([O:2][C:3](=[O:4])[NH:7][c:8]1[c:9]([NH:21][C:22]([CH2:23][C:24](=[O:5])[c:26]2[cH:27][c:28](-[n:32]3[cH:33][n:34][cH:35][cH:36]3)[n:29][cH:30][cH:31]2)=[O:37])[cH:10][c:11](-[c:14]2[cH:15][cH:16][c:17]([F:20])[cH:18][cH:19]2)[cH:12][cH:13]1)([CH3:6])([CH3:25])[CH3:38].[Cl:46][CH2:47][Cl:48].[F:39][C:40]([F:41])([F:42])[C:43]([OH:44])=[O:45]>>[N:7]1=[C:24]([c:26]2[cH:27][c:28](-[n:32]3[cH:33][n:34][cH:35][cH:36]3)[n:29][cH:30][cH:31]2)[CH2:23][C:22](=[O:37])[NH:21][c:9]2[c:8]1[cH:13][cH:12][c:11](-[c:14]1[cH:15][cH:16][c:17]([F:20])[cH:18][cH:19]1)[cH:10]2.